The task is: describe an organic reaction: reactants, conditions, products, and yield. This data is from the Open Reaction Database (ORD), a public repository of structured organic reaction records. The reactants are C(C)(=O)O[BH-](OC(C)=O)OC(C)=O.[Na+] (Sodium triacetoxyborohydride), OC=1C=C(C=O)C=CC1 (3-hydroxybenzaldehyde), NC1=CC=CC=C1 (aniline), C(C)(=O)O (acetic acid). The solvent is O (Water), ClCCl (dichloromethane), ClCCl (dichloromethane). Reaction conditions: time 24 hour. The product is C1(=CC=CC=C1)NCC=1C=C(C=CC1)O (3-((phenylamino)methyl)phenol). Yield: 99.2%. As a reaction SMILES: [OH:1][C:2]1[CH:3]=[C:4]([CH:7]=[CH:8][CH:9]=1)[CH:5]=O.[NH2:10][C:11]1[CH:16]=[CH:15][CH:14]=[CH:13][CH:12]=1.C(O)(=O)C.C(O[BH-](OC(=O)C)OC(=O)C)(=O)C.[Na+]>ClCCl.O>[C:11]1([NH:10][CH2:5][C:4]2[CH:3]=[C:2]([OH:1])[CH:9]=[CH:8][CH:7]=2)[CH:16]=[CH:15][CH:14]=[CH:13][CH:12]=1 |f:3.4|. Reported procedure: To a solution of 3-hydroxybenzaldehyde (1.05 g, 8.6 mmol) and aniline (821 μL, 9.0 mmol) in dichloromethane (35 mL) was added acetic acid (516 μL, 9.0 mmol). The reaction mixture was stirred at room temperature for 24 hours. Sodium triacetoxyborohydride (4.55 g, 21.5 mmol) was added, and the reaction was stirred at room temperature for 24 hours. Water was added to quench the reaction and the mixture was diluted with dichloromethane. The organic layer was washed with brine, passed through a hydro...